This data is from the Open Reaction Database (ORD), a public repository of structured organic reaction records. The task is: describe an organic reaction: reactants, conditions, products, and yield The reactants are C(C)OC(NC1=NC=2C(=NC=C(C2)C=2C=NN(C2)C)N1CC1=CC(=C(C=C1)OC(C=1C=NC(=CC1)OC)C1CC1)OC)=O (ethyl(3-(4-(cyclopropyl(6-methoxypyridin-3-yl)methoxy)-3-methoxybenzyl)-6-(1-methyl-1H-pyrazol-4-yl)-3H-imidazo[4,5-b]pyridin-2-yl)carbamate), [OH-].[K+] (potassium hydroxide). Solvent: C(CCC)O (n-butanol), O (water), O (water). Reaction conditions: temperature 130 celsius, time 16 hour. The product is C1(CC1)C(OC1=C(C=C(CN2C(=NC=3C2=NC=C(C3)C=3C=NN(C3)C)N)C=C1)OC)C=1C=NC(=CC1)OC (3-(4-(cyclopropyl(6-methoxypyridin-3-yl)methoxy)-3-methoxybenzyl)-6-(1-methyl-1H-pyrazol-4-yl)-3H-imidazo[4,5-b]pyridin-2-amine). Isolated yield 15.1%. As a reaction SMILES: C(OC(=O)[NH:5][C:6]1[N:20]([CH2:21][C:22]2[CH:27]=[CH:26][C:25]([O:28][CH:29]([CH:38]3[CH2:40][CH2:39]3)[C:30]3[CH:31]=[N:32][C:33]([O:36][CH3:37])=[CH:34][CH:35]=3)=[C:24]([O:41][CH3:42])[CH:23]=2)[C:9]2=[N:10][CH:11]=[C:12]([C:14]3[CH:15]=[N:16][N:17]([CH3:19])[CH:18]=3)[CH:13]=[C:8]2[N:7]=1)C.[OH-].[K+]>C(O)CCC.O>[CH:38]1([CH:29]([C:30]2[CH:31]=[N:32][C:33]([O:36][CH3:37])=[CH:34][CH:35]=2)[O:28][C:25]2[CH:26]=[CH:27][C:22]([CH2:21][N:20]3[C:9]4=[N:10][CH:11]=[C:12]([C:14]5[CH:15]=[N:16][N:17]([CH3:19])[CH:18]=5)[CH:13]=[C:8]4[N:7]=[C:6]3[NH2:5])=[CH:23][C:24]=2[O:41][CH3:42])[CH2:40][CH2:39]1 |f:1.2|. Reported procedure: To a stirred solution of ethyl(3-(4-(cyclopropyl(6-methoxypyridin-3-yl)methoxy)-3-methoxybenzyl)-6-(1-methyl-1H-pyrazol-4-yl)-3H-imidazo[4,5-b]pyridin-2-yl)carbamate (0.44 g, 0.75 mmol) in n-butanol (4 mL) and water (4 mL) was added potassium hydroxide (0.42 g, 7.49 mmol). The mixture was heated to 130° C. After 16 h, the mixture was allowed to cool to room temperature and was diluted with water (15 mL). The mixture was extracted with ethyl acetate (2×60 mL). The combined organic phases were dri... Product: Cc1cccc(-c2[nH]c(Cc3ccc(F)c(OCCN4CCCC4)c3)nc2-c2ccc3ncccc3c2)n1. As a reaction SMILES: [CH3:47][C:48](=[O:49])[CH3:50].[Cl:33][CH2:34][CH2:35][N:36]1[CH2:37][CH2:38][CH2:39][CH2:40]1.[ClH:32].[F:1][c:2]1[c:3]([OH:31])[cH:4][c:5]([CH2:8][c:9]2[nH:10][c:11](-[c:24]3[n:25][c:26]([CH3:30])[cH:27][cH:28][cH:29]3)[c:12](-[c:14]3[cH:15][c:16]4[cH:17][cH:18][cH:19][n:20][c:21]4[cH:22][cH:23]3)[n:13]2)[cH:6][cH:7]1.[K+:41].[K+:42].[O-:43][C:44]([O-:45])=[O:46].[O:51]=[CH:52][N:53]([CH3:54])[CH3:55].[OH2:56]>>[F:1][c:2]1[c:3]([O:31][CH2:34][CH2:35][N:36]2[CH2:37][CH2:38][CH2:39][CH2:40]2)[cH:4][c:5]([CH2:8][c:9]2[nH:10][c:11](-[c:24]3[n:25][c:26]([CH3:30])[cH:27][cH:28][cH:29]3)[c:12](-[c:14]3[cH:15][c:16]4[cH:17][cH:18][cH:19][n:20][c:21]4[cH:22][cH:23]3)[n:13]2)[cH:6][cH:7]1. Starting materials: CC(C)=O, ClCCN1CCCC1, Cl, Cc1cccc(-c2[nH]c(Cc3ccc(F)c(O)c3)nc2-c2ccc3ncccc3c2)n1, [K+], [K+], O=C([O-])[O-], CN(C)C=O, O. The reactants are CC(=O)O, COc1cc([N+](=O)[O-])c2nccc(C)c2c1OCCCCCc1cccs1, O. Yields the product COc1cc(N)c2nccc(C)c2c1OCCCCCc1cccs1. As a reaction SMILES: [C:29]([OH:30])(=[O:31])[CH3:32].[CH3:1][O:2][c:3]1[c:4]([O:17][CH2:18][CH2:19][CH2:20][CH2:21][CH2:22][c:23]2[s:24][cH:25][cH:26][cH:27]2)[c:5]2[c:6]([CH3:16])[cH:7][cH:8][n:9][c:10]2[c:11]([N+:13]([O-:14])=[O:15])[cH:12]1.[OH2:28]>>[CH3:1][O:2][c:3]1[c:4]([O:17][CH2:18][CH2:19][CH2:20][CH2:21][CH2:22][c:23]2[s:24][cH:25][cH:26][cH:27]2)[c:5]2[c:6]([CH3:16])[cH:7][cH:8][n:9][c:10]2[c:11]([NH2:13])[cH:12]1. Starting materials: C1CCOC1, CCO, Cl, [Li+], CCOC(=O)CCCC1CN(CC(=O)OC(C)(C)C)c2cccc(N)c21, [OH-], O. Product: [Li+], CC(C)(C)OC(=O)CN1CC(CCCC(=O)[O-])c2c(N)cccc21. RXN SMILES: [CH2:30]1[O:31][CH2:32][CH2:33][CH2:34]1.[CH3:35][CH2:36][OH:37].[ClH:29].[Li+:27].[NH2:1][c:2]1[c:3]2[c:7]([cH:8][cH:9][cH:10]1)[N:6]([CH2:11][C:12](=[O:13])[O:14][C:15]([CH3:16])([CH3:17])[CH3:18])[CH2:5][CH:4]2[CH2:19][CH2:20][CH2:21][C:22](=[O:23])[O:24][CH2:25][CH3:26].[OH-:28].[OH2:38]>>[Li+:27].[NH2:1][c:2]1[c:3]2[c:7]([cH:8][cH:9][cH:10]1)[N:6]([CH2:11][C:12](=[O:13])[O:14][C:15]([CH3:16])([CH3:17])[CH3:18])[CH2:5][CH:4]2[CH2:19][CH2:20][CH2:21][C:22](=[O:23])[O-:24]. Starting materials: O=C([O-])O, ClCc1ccc(Cc2ccccc2)cc1, CCOC(C)=O, [Na+], N#C[Na], CN(C)C=O. The product is N#CCc1ccc(Cc2ccccc2)cc1. RXN SMILES: [C:16](=[O:17])([O-:18])[OH:19].[CH2:1]([c:2]1[cH:3][cH:4][cH:5][cH:6][cH:7]1)[c:8]1[cH:9][cH:10][c:11]([CH2:12][Cl:13])[cH:14][cH:15]1.[CH3:29][CH2:30][O:31][C:32](=[O:33])[CH3:34].[Na+:20].[Na:21][C:22]#[N:23].[O:24]=[CH:25][N:26]([CH3:27])[CH3:28]>>[CH2:1]([c:2]1[cH:3][cH:4][cH:5][cH:6][cH:7]1)[c:8]1[cH:9][cH:10][c:11]([CH2:12][C:22]#[N:23])[cH:14][cH:15]1. Starting materials: CI (methyl iodide), [OH-].[Na+] (NaOH), BrC1=CC=C(C=C1)S (4-Bromobenzenethiol), C[O-].[Na+] (sodium methoxide). Solvent: CO (methanol), CO (methanol). Reaction conditions: time 30 minute. Product: C(CCC)SC1=CC=C(C=C1)Br (4-bromophenyl n-butyl sulfide). As a reaction SMILES: [Br:1][C:2]1[CH:7]=[CH:6][C:5]([SH:8])=[CH:4][CH:3]=1.C[O-].[Na+].CI.[OH-].[Na+]>CO>[CH2:7]([S:8][C:5]1[CH:6]=[CH:7][C:2]([Br:1])=[CH:3][CH:4]=1)[CH2:2][CH2:3][CH3:4] |f:1.2,4.5|. Reported procedure: 4-Bromobenzenethiol (5 g, 26.44 mmol) was added to a solution of sodium methoxide (1.43 g, 26.48 mmol) in 20 ml of anhydrous methanol. The mixture was stirred for 30 min under nitrogen at room temperature and a solution of methyl iodide (4.51 g, 31.77 mmol) in 20 ml anhydrous methanol was then added. The reaction mixture was stirred overnight at room temperature, poured into 2 M of NaOH aqueous solution (30 ml) and extracted three times with ether (3×100 ml ). The combined organic layer was wash... Reactants: FC(C1=CC(=C(C=C1F)C1=NC=NC2=CC(=CC=C12)S(=O)(=O)Cl)OC)F (4-(4-(difluoromethyl)-5-fluoro-2-methoxyphenyl)quinazoline-7-sulfonyl chloride), S1C(=NC=C1)N (thiazol-2-amine), CN1C=NC=C1 (1-methylimidazole). The solvent is CC#N (MeCN). Reaction conditions: time 3 hour. The product is FC(C1=CC(=C(C=C1F)C1=NC=NC2=CC(=CC=C12)S(=O)(=O)NC=1SC=CN1)OC)F (4-(4-(difluoromethyl)-5-fluoro-2-methoxyphenyl)-N-(thiazol-2-yl)quinazoline-7-sulfonamide). Isolated yield 44.3%. As a reaction SMILES: [F:1][CH:2]([F:26])[C:3]1[C:8]([F:9])=[CH:7][C:6]([C:10]2[C:19]3[C:14](=[CH:15][C:16]([S:20](Cl)(=[O:22])=[O:21])=[CH:17][CH:18]=3)[N:13]=[CH:12][N:11]=2)=[C:5]([O:24][CH3:25])[CH:4]=1.[S:27]1[CH:31]=[CH:30][N:29]=[C:28]1[NH2:32].CN1C=CN=C1>CC#N>[F:1][CH:2]([F:26])[C:3]1[C:8]([F:9])=[CH:7][C:6]([C:10]2[C:19]3[C:14](=[CH:15][C:16]([S:20]([NH:32][C:28]4[S:27][CH:31]=[CH:30][N:29]=4)(=[O:22])=[O:21])=[CH:17][CH:18]=3)[N:13]=[CH:12][N:11]=2)=[C:5]([O:24][CH3:25])[CH:4]=1. Procedure details: A solution of 4-(4-(difluoromethyl)-5-fluoro-2-methoxyphenyl)quinazoline-7-sulfonyl chloride (0.334 g, 0.829 mmol) and thiazol-2-amine (0.249 g, 2.488 mmol) in 4 mL MeCN was placed under argon and was treated with 1-methylimidazole (0.081 ml, 0.829 mmol). After stirring for 3 hours at room temperature, LC/MS showed mostly product, so the reaction mixture was concentrated. Purification of the crude residue by reverse phase column chromatography [Puriflash C18 30μ, 10-100% (0.1% NH4OH in MeOH)/(0.... The reactants are C(C1=CC=CC=C1)OC1=C2CCCC(C2=CC=C1)C(=O)O (5-benzyloxy-1,2,3,4-tetrahydronaphthalene-1-carboxylic acid), C(C1=CC=CC=C1)OC1=CC=C(C=C1)CNC1=CC=C(C=C1)C(C)C ([(4-benzyloxyphenyl)methyl](4-isopropylphenyl)amine). Reaction SMILES: [CH2:1]([O:8][C:9]1[CH:18]=[CH:17][CH:16]=[C:15]2[C:10]=1[CH2:11][CH2:12][CH2:13][CH:14]2[C:19](O)=[O:20])[C:2]1[CH:7]=[CH:6][CH:5]=[CH:4][CH:3]=1.[CH2:22]([O:29][C:30]1[CH:35]=[CH:34][C:33]([CH2:36][NH:37][C:38]2[CH:43]=[CH:42][C:41]([CH:44]([CH3:46])[CH3:45])=[CH:40][CH:39]=2)=[CH:32][CH:31]=1)[C:23]1[CH:28]=[CH:27][CH:26]=[CH:25][CH:24]=1>>[CH2:1]([O:8][C:9]1[CH:18]=[CH:17][CH:16]=[C:15]2[C:10]=1[CH2:11][CH2:12][CH2:13][CH:14]2[C:19]([N:37]([CH2:36][C:33]1[CH:34]=[CH:35][C:30]([O:29][CH2:22][C:23]2[CH:24]=[CH:25][CH:26]=[CH:27][CH:28]=2)=[CH:31][CH:32]=1)[C:38]1[CH:43]=[CH:42][C:41]([CH:44]([CH3:46])[CH3:45])=[CH:40][CH:39]=1)=[O:20])[C:2]1[CH:3]=[CH:4][CH:5]=[CH:6][CH:7]=1. Reported procedure: By the reaction and treatment in the same manner as in Example 12 using 5-benzyloxy-1,2,3,4-tetrahydronaphthalene-1-carboxylic acid (0.59 g) and [(4-benzyloxyphenyl)methyl](4-isopropylphenyl)amine (0.58 g) as starting materials, 5-benzyloxy-N-[(4-benzyloxyphenyl)methyl]-N-(4-isopropylphenyl)-1,2,3,4-tetrahydronaphthalene-1-carboxamide (0.74 g) was obtained. By the reaction and treatment in the same manner as in Example 17 using this compound, 5-hydroxy-N-[(4-hydroxyphenyl)methyl]-N-(4-isopropylp... Yields the product C(C1=CC=CC=C1)OC1=C2CCCC(C2=CC=C1)C(=O)N(C1=CC=C(C=C1)C(C)C)CC1=CC=C(C=C1)OCC1=CC=CC=C1 (5-benzyloxy-N-[(4-benzyloxyphenyl)methyl]-N-(4-isopropylphenyl)-1,2,3,4-tetrahydronaphthalene-1-carboxamide). The yield is 71.0%.